describe an organic reaction: reactants, conditions, products, and yield From a dataset of the Open Reaction Database (ORD), a public repository of structured organic reaction records. The reactants are C(C1=CC=CC=C1)OC(NCC(N[C@@H]1CC[C@@H](CC1)N(C)C(C)C)=O)=O (cis-{[4-(Isopropyl-methyl-amino)-cyclohexylcarbamoyl]-methyl}-carbamic acid benzyl ester). Reagents/catalysts: [OH-].[OH-].[Pd+2] (Pd(OH)2). The solvent is CO (methanol). Product: NCC(=O)N[C@@H]1CC[C@@H](CC1)N(C)C(C)C (cis-2-amino-N-[4-(isopropyl-methyl-amino)-cyclohexyl]-acetamide). The yield is 74.4%. Reaction SMILES: C(OC(=O)[NH:10][CH2:11][C:12](=[O:25])[NH:13][C@H:14]1[CH2:19][CH2:18][C@@H:17]([N:20]([CH:22]([CH3:24])[CH3:23])[CH3:21])[CH2:16][CH2:15]1)C1C=CC=CC=1>[OH-].[OH-].[Pd+2].CO>[NH2:10][CH2:11][C:12]([NH:13][C@H:14]1[CH2:19][CH2:18][C@@H:17]([N:20]([CH:22]([CH3:24])[CH3:23])[CH3:21])[CH2:16][CH2:15]1)=[O:25] |f:1.2.3|. Procedure details: Example 1 h, Step 4: cis-{[4-(Isopropyl-methyl-amino)-cyclohexylcarbamoyl]-methyl}-carbamic acid benzyl ester (1.86 g), methanol (20 mL), and 20% Pd(OH)2 (400 mg) were hydrogenated until completion by TLC on a Parr shaker at 50 psi. Filtration through fiberglass filter paper under nitrogen and removal of solvent in vacuo yielded 870 mg of cis-2-amino-N-[4-(isopropyl-methyl-amino)-cyclohexyl]-acetamide. MS found: (M+H)+=227.